Dataset: the Open Reaction Database (ORD), a public repository of structured organic reaction records. Task: describe an organic reaction: reactants, conditions, products, and yield Starting materials: CCCCCNc1nc(N)nc(C)c1Cc1ccc(COC2CCCCO2)cc1, CO, Cl. Yields the product CCCCCNc1nc(N)nc(C)c1Cc1ccc(CO)cc1. As a reaction SMILES: [CH3:2][c:3]1[c:4]([CH2:16][c:17]2[cH:18][cH:19][c:20]([CH2:23][O:24][CH:25]3[CH2:26][CH2:27][CH2:28][CH2:29][O:30]3)[cH:21][cH:22]2)[c:5]([NH:10][CH2:11][CH2:12][CH2:13][CH2:14][CH3:15])[n:6][c:7]([NH2:9])[n:8]1.[CH3:31][OH:32].[ClH:1]>>[CH3:2][c:3]1[c:4]([CH2:16][c:17]2[cH:18][cH:19][c:20]([CH2:23][OH:24])[cH:21][cH:22]2)[c:5]([NH:10][CH2:11][CH2:12][CH2:13][CH2:14][CH3:15])[n:6][c:7]([NH2:9])[n:8]1. Reactants: BrCc1ccccc1Br, N#Cc1ccc(Nn2cncn2)cc1. Yields the product N#Cc1ccc(N(Cc2ccccc2Br)n2cncn2)cc1. Reaction SMILES: [Br:15][c:16]1[c:17]([CH2:18][Br:19])[cH:20][cH:21][cH:22][cH:23]1.[C:1](#[N:2])[c:3]1[cH:4][cH:5][c:6]([NH:9][n:10]2[n:11][cH:12][n:13][cH:14]2)[cH:7][cH:8]1>>[C:1](#[N:2])[c:3]1[cH:4][cH:5][c:6]([N:9]([n:10]2[n:11][cH:12][n:13][cH:14]2)[CH2:18][c:17]2[c:16]([Br:15])[cH:23][cH:22][cH:21][cH:20]2)[cH:7][cH:8]1. The reactants are C(#C)[Mg]Br (ethynylmagnesium bromide), ClCC(=O)C1=CC=C(C=C1)F (2-chloro-4'-fluoro-acetophenone), C(C)OCC (diethyl ether), [OH-].[Na+] (NaOH). Solvent: C1CCOC1 (THF). Run at temperature 23 celsius, time 24 hour. Yields the product O1C(C#C)(C1)C1=CC=C(C=C1)F (3,4-epoxy- 3-(4'-fluorophenyl)-1-butyne). The yield is 66.0%. As a reaction SMILES: [C:1]([Mg]Br)#[CH:2].ClCC(C1[CH:14]=[CH:13][C:12]([F:15])=[CH:11][CH:10]=1)=O.[CH2:16]([O:18][CH2:19][CH3:20])C.[OH-].[Na+]>C1COCC1>[O:18]1[CH2:16][C:19]1([C:20]1[CH:14]=[CH:13][C:12]([F:15])=[CH:11][CH:10]=1)[C:1]#[CH:2] |f:3.4|. Procedure: To a solution of 0.12 mol of ethynylmagnesium bromide in 300 mL of dry THF at 23° C. was added 15.5 g (90 mmol) of 2-chloro-4'-fluoro-acetophenone as a solid. The mixture stirred at 23° C. for 24 hours when it was quenched with 15 mL of saturated NH4Cl and poured int 250 mL of diethyl ether. The ether layer was separated and washed with H2O, dried (MgSO4) and concentrated. The residue was added to 300 mL of dry diethyl ether and 3.6 g (90 mmol) of pulverized NaOH was added. The reaction mixture ... Starting materials: COC1=C(C=CC=C1)C1=CC=C2CC(NC2=C1)=O (6-(2-Methoxy-phenyl)-1,3-dihydro-indol-2-one), N1(CCCC1)CCOC=1C=C2C=C(NC2=CC1)C=O (5-(2-pyrrolidin-1-yl-ethoxy)-1H-indole-2-carbaldehyde). Yields the product COC1=C(C=CC=C1)C1=CC=C2C(C(NC2=C1)=O)=CC=1NC2=CC=C(C=C2C1)OCCN1CCCC1 (6-(2-Methoxy-phenyl)-3-[5-(2-pyrrolidin-1-yl-ethoxy)-1H-indol-2-ylmethylene]-1,3-dihydro-indol-2-one). As a reaction SMILES: [CH3:1][O:2][C:3]1[CH:8]=[CH:7][CH:6]=[CH:5][C:4]=1[C:9]1[CH:17]=[C:16]2[C:12]([CH2:13][C:14](=[O:18])[NH:15]2)=[CH:11][CH:10]=1.[N:19]1([CH2:24][CH2:25][O:26][C:27]2[CH:28]=[C:29]3[C:33](=[CH:34][CH:35]=2)[NH:32][C:31]([CH:36]=O)=[CH:30]3)[CH2:23][CH2:22][CH2:21][CH2:20]1>>[CH3:1][O:2][C:3]1[CH:8]=[CH:7][CH:6]=[CH:5][C:4]=1[C:9]1[CH:17]=[C:16]2[C:12]([C:13](=[CH:36][C:31]3[NH:32][C:33]4[C:29]([CH:30]=3)=[CH:28][C:27]([O:26][CH2:25][CH2:24][N:19]3[CH2:23][CH2:22][CH2:21][CH2:20]3)=[CH:35][CH:34]=4)[C:14](=[O:18])[NH:15]2)=[CH:11][CH:10]=1. Procedure details: 6-(2-Methoxy-phenyl)-1,3-dihydro-indol-2-one was condensed with 5-(2-pyrrolidin-1-yl-ethoxy)-1H-indole-2-carbaldehyde to give the title compound. Reactants: CC1=C(C(=NO1)C1=NC=CC=C1)COC=1C=CC(=NC1)C(=O)O (5-(5-methyl-3-pyridin-2-yl-isoxazol-4-ylmethoxy)-pyridine-2-carboxylic acid), C1(CC1)N (cyclopropylamine). The product is C1(CC1)NC(=O)C1=NC=C(C=C1)OCC=1C(=NOC1C)C1=NC=CC=C1 (5-(5-Methyl-3-pyridin-2-yl-isoxazol-4-ylmethoxy)-pyridine-2-carboxylic acid cyclopropyl amide). Yield: 88.0%. Reaction SMILES: [CH3:1][C:2]1[O:6][N:5]=[C:4]([C:7]2[CH:12]=[CH:11][CH:10]=[CH:9][N:8]=2)[C:3]=1[CH2:13][O:14][C:15]1[CH:16]=[CH:17][C:18]([C:21]([OH:23])=O)=[N:19][CH:20]=1.[CH:24]1([NH2:27])[CH2:26][CH2:25]1>>[CH:24]1([NH:27][C:21]([C:18]2[CH:17]=[CH:16][C:15]([O:14][CH2:13][C:3]3[C:4]([C:7]4[CH:12]=[CH:11][CH:10]=[CH:9][N:8]=4)=[N:5][O:6][C:2]=3[CH3:1])=[CH:20][N:19]=2)=[O:23])[CH2:26][CH2:25]1. Procedure: As described for example 7, 5-(5-methyl-3-pyridin-2-yl-isoxazol-4-ylmethoxy)-pyridine-2-carboxylic acid (81.6 mg, 0.26 mmol) was converted, using cyclopropylamine instead of isopropylamine, to the title compound (81 mg, 88%), which was obtained as a white solid. MS: m/e=351.3 [M+H]+.